Dataset: the Open Reaction Database (ORD), a public repository of structured organic reaction records. Task: describe an organic reaction: reactants, conditions, products, and yield Reactants: C(#C)C1(OC2=C(CC1)C(=C(C(=C2C)C)O)C)C (rac-3,4-dihydro-2-ethynyl-2,5,7,8-tetramethyl-2H-1-benzopyran-6-ol), IC1=CC(=C(C=C1)O)CCC (4-iodo-2-propylphenol), C(C)(=O)OCC (ethyl acetate). Reaction SMILES: [C:1]([C:3]1([CH3:17])[CH2:8][CH2:7][C:6]2[C:9]([CH3:16])=[C:10]([OH:15])[C:11]([CH3:14])=[C:12]([CH3:13])[C:5]=2[O:4]1)#[CH:2].I[C:19]1[CH:24]=[CH:23][C:22]([OH:25])=[C:21]([CH2:26][CH2:27][CH3:28])[CH:20]=1.C(OCC)(=O)C>C(Cl)Cl>[OH:25][C:22]1[CH:23]=[CH:24][C:19]([C:2]#[C:1][C:3]2([CH3:17])[CH2:8][CH2:7][C:6]3[C:9]([CH3:16])=[C:10]([OH:15])[C:11]([CH3:14])=[C:12]([CH3:13])[C:5]=3[O:4]2)=[CH:20][C:21]=1[CH2:26][CH2:27][CH3:28]. Run in C(Cl)Cl (methylene chloride). Reported procedure: This compound was obtained by reacting rac-3,4-dihydro-2-ethynyl-2,5,7,8-tetramethyl-2H-1-benzopyran-6-ol with 4-iodo-2-propylphenol under the conditions described in Example 1. The product was isolated by chromatography over the 40 fold amount of silica gel using 10% (V/V) of ethyl acetate in methylene chloride. It was crystallized from ether/hexane to give off-white crystals with m.p. 154°-156°. The product is OC1=C(C=C(C=C1)C#CC1(OC2=C(CC1)C(=C(C(=C2C)C)O)C)C)CCC (rac-3,4-Dihydro-2-[(4-hydroxy-3-propylphenyl)ethynyl]-2,5,7,8-tetramethyl-2H-1-benzopyran-6-ol). Starting materials: O=C1CCC(=O)N1Br, O=C([O-])[O-], C1CCOC1, C[Si](C)(C)[N-][Si](C)(C)C, COCCCC(=O)OC, C[Si](C)(C)Cl, [K+], [K+], [Li+], O, c1cn[nH]c1. Yields the product COCCC(C(=O)OC)n1cccn1. Reaction SMILES: [Br:25][N:26]1[C:27](=[O:28])[CH2:29][CH2:30][C:31]1=[O:32].[C:33](=[O:34])([O-:35])[O-:36].[CH2:44]1[O:45][CH2:46][CH2:47][CH2:48]1.[CH3:11][Si:12]([N-:13][Si:14]([CH3:15])([CH3:16])[CH3:17])([CH3:18])[CH3:19].[CH3:1][O:2][CH2:3][CH2:4][CH2:5][C:6](=[O:7])[O:8][CH3:9].[Cl:20][Si:21]([CH3:22])([CH3:23])[CH3:24].[K+:37].[K+:38].[Li+:10].[OH2:49].[nH:39]1[n:40][cH:41][cH:42][cH:43]1>>[CH3:1][O:2][CH2:3][CH2:4][CH:5]([C:6](=[O:7])[O:8][CH3:9])[n:39]1[n:40][cH:41][cH:42][cH:43]1. Yields the product CCOC(=O)CNC(=O)OCc1ccco1. RXN SMILES: [C:1]([O:2][CH:3]([Cl:4])[CH3:5])([O:6][CH2:7][c:8]1[cH:9][cH:10][cH:11][o:12]1)=[O:13].[C:29](=[O:30])([O-:31])[O-:32].[CH2:24]1[O:25][CH2:26][CH2:27][CH2:28]1.[Cl-:22].[K+:33].[K+:34].[NH2:14][CH2:15][C:16](=[O:17])[O:18][CH2:19][CH3:20].[Na+:23].[OH2:21]>>[C:1]([O:6][CH2:7][c:8]1[cH:9][cH:10][cH:11][o:12]1)(=[O:13])[NH:14][CH2:15][C:16](=[O:17])[O:18][CH2:19][CH3:20]. The reactants are CC(Cl)OC(=O)OCc1ccco1, O=C([O-])[O-], C1CCOC1, [Cl-], [K+], [K+], CCOC(=O)CN, [Na+], O. Reactants: C(C)(=O)NNC(C1=CC=C(C=C1)[C@H](C)N1C(O[C@](CC1)(C1=CC=C(C=C1)F)CC=C)=O)=O (N′-acetyl-4-((S)-1-((R)-6-allyl-6-(4-fluorophenyl)-2-oxo-1,3-oxazinan-3-yl)ethyl)benzohydrazide), CC[N+](CC)(CC)S(=O)(=O)N=C([O-])OC (Burgess reagent), C1CCOC1 (THF). Solvent: CCOC(=O)C (EtOAc). Reaction conditions: temperature 180 celsius. The product is C(C=C)[C@@]1(CCN(C(O1)=O)[C@@H](C)C1=CC=C(C=C1)C=1OC(=NN1)C)C1=CC=C(C=C1)F ((R)-6-allyl-6-(4-fluorophenyl)-3-((S)-1-(4-(5-methyl-1,3,4-oxadiazol-2-yl)phenyl)ethyl)-1,3-oxazinan-2-one). The yield is 29.1%. RXN SMILES: [C:1]([NH:4][NH:5][C:6](=[O:32])[C:7]1[CH:12]=[CH:11][C:10]([C@@H:13]([N:15]2[CH2:20][CH2:19][C@:18]([CH2:28][CH:29]=[CH2:30])([C:21]3[CH:26]=[CH:25][C:24]([F:27])=[CH:23][CH:22]=3)[O:17][C:16]2=[O:31])[CH3:14])=[CH:9][CH:8]=1)(=O)[CH3:2].CC[N+](S(N=C(OC)[O-])(=O)=O)(CC)CC.C1COCC1>CCOC(C)=O>[CH2:28]([C@@:18]1([C:21]2[CH:26]=[CH:25][C:24]([F:27])=[CH:23][CH:22]=2)[O:17][C:16](=[O:31])[N:15]([C@H:13]([C:10]2[CH:9]=[CH:8][C:7]([C:6]3[O:32][C:1]([CH3:2])=[N:4][N:5]=3)=[CH:12][CH:11]=2)[CH3:14])[CH2:20][CH2:19]1)[CH:29]=[CH2:30]. Procedure: Crude N′-acetyl-4-((S)-1-((R)-6-allyl-6-(4-fluorophenyl)-2-oxo-1,3-oxazinan-3-yl)ethyl)benzohydrazide (5 mg, 0.0114 mmol) was mixed with Burgess reagent (˜4 mg, excess), dry THF (1 mL) and put into Microwave Oven, heated to 180° C. for 10 min. at 100 W. LC-MS found reaction completed. The mixture was diluted with EtOAc (8 mL), washed with water (2×3 mL), concentrated and purified by prep HPLC to afford (R)-6-allyl-6-(4-fluorophenyl)-3-((S)-1-(4-(5-methyl-1,3,4-oxadiazol-2-yl)phenyl)ethyl)-1,3-ox...